This data is from the Open Reaction Database (ORD), a public repository of structured organic reaction records. The task is: describe an organic reaction: reactants, conditions, products, and yield Starting materials: O=C([O-])[O-], [Cs+], [Cs+], CC(C)(C)OC(=O)NC(c1nc(-c2cc(F)ccc2F)n[nH]1)C(C)(C)C, Fc1cccc(CBr)c1, CN(C)C=O. The product is CC(C)(C)OC(=O)NC(c1nc(-c2cc(F)ccc2F)nn1Cc1cccc(F)c1)C(C)(C)C. RXN SMILES: [C:27](=[O:28])([O-:29])[O-:30].[Cs+:31].[Cs+:32].[F:1][c:2]1[c:3](-[c:9]2[n:10][nH:11][c:12]([CH:14]([C:15]([CH3:16])([CH3:17])[CH3:18])[NH:19][C:20]([O:21][C:22]([CH3:23])([CH3:24])[CH3:25])=[O:26])[n:13]2)[cH:4][c:5]([F:8])[cH:6][cH:7]1.[F:33][c:34]1[cH:35][c:36]([CH2:37][Br:38])[cH:39][cH:40][cH:41]1.[O:42]=[CH:43][N:44]([CH3:45])[CH3:46]>>[F:1][c:2]1[c:3](-[c:9]2[n:10][n:11]([CH2:37][c:36]3[cH:35][c:34]([F:33])[cH:41][cH:40][cH:39]3)[c:12]([CH:14]([C:15]([CH3:16])([CH3:17])[CH3:18])[NH:19][C:20]([O:21][C:22]([CH3:23])([CH3:24])[CH3:25])=[O:26])[n:13]2)[cH:4][c:5]([F:8])[cH:6][cH:7]1. Reactants: CC(C(C(=O)[O-])(C)OC1=CC=C(C=C1)OCC1=CC=CC=C1)C (methyl-(4-(benzyloxy)phenoxy)-2-methylbutanoate), CO (MeOH). The reagents and catalysts are [Pd] (Pd/C). Yields the product OC1=CC=C(OC(C(=O)OC)(CC)C)C=C1 (Methyl 2-(4-hydroxyphenoxy)-2-methylbutanoate). As a reaction SMILES: [CH3:1][CH:2](C)[C:3]([O:8][C:9]1[CH:14]=[CH:13][C:12]([O:15]CC2C=CC=CC=2)=[CH:11][CH:10]=1)([CH3:7])[C:4]([O-:6])=[O:5].[CH3:24]O>[Pd]>[OH:15][C:12]1[CH:13]=[CH:14][C:9]([O:8][C:3]([CH3:7])([CH2:2][CH3:1])[C:4]([O:6][CH3:24])=[O:5])=[CH:10][CH:11]=1. Procedure: A solution of methyl-(4-(benzyloxy)phenoxy)-2-methylbutanoate (32 g) in 100 mL MeOH was hydrogenated using 10% Pd/C at 40 psi. The mixture was filtered through a pad of celite to remove the catalyst. The filtrate was concentrated to afford thick oily residue (21 g, quantitative). Reactants: tetrakis triphenylphosphine palladium, BrC=1N=CN(C1)N(C(OC(C)(C)C)=O)CC (tert-Butyl (4-bromo-1H-imidazol-1-yl)(ethyl)carbamate), N1=CC(=CC=C1)B(O)O (pyridin-3-ylboronic acid), C([O-])([O-])=O.[K+].[K+] (potassium carbonate), O (water). Run in C1(=CC=CC=C1)C (toluene), C(C)O (ethanol). Run at temperature 110 celsius, time 16 hour. Yields the product C(C)N(C(OC(C)(C)C)=O)N1C=NC(=C1)C=1C=NC=CC1 (tert-Butyl ethyl(4-(pyridin-3-yl)-1H-imidazol-1-yl)carbamate). The yield is 32.0%. RXN SMILES: Br[C:2]1[N:3]=[CH:4][N:5]([N:7]([CH2:15][CH3:16])[C:8](=[O:14])[O:9][C:10]([CH3:13])([CH3:12])[CH3:11])[CH:6]=1.[N:17]1[CH:22]=[CH:21][CH:20]=[C:19](B(O)O)[CH:18]=1.C(=O)([O-])[O-].[K+].[K+].O>C1(C)C=CC=CC=1.C(O)C>[CH2:15]([N:7]([N:5]1[CH:6]=[C:2]([C:19]2[CH:18]=[N:17][CH:22]=[CH:21][CH:20]=2)[N:3]=[CH:4]1)[C:8](=[O:14])[O:9][C:10]([CH3:13])([CH3:12])[CH3:11])[CH3:16] |f:2.3.4|. Procedure details: tert-Butyl (4-bromo-1H-imidazol-1-yl)(ethyl)carbamate (253.7 mg, 0.874 mmol), pyridin-3-ylboronic acid (113 mg, 0.918 mmol), potassium carbonate (329 mg, 2.39 mmol), water (0.870 mL), absolute ethanol (1.74 mL), and toluene (3.50 mL) were placed into a 10 mL round bottomed flask equipped with condenser and magnetic stirrer. The atmosphere was flushed with nitrogen and tetrakis triphenylphosphine palladium (30.0 mg, 0.026 mmol) was added. The mixture was heated to 110° C. and stirred for 16 hours... The reactants are CC(C)C(=O)Nc1cccc(C2CCNCC2)c1, N#Cc1ccc(COc2ccc3ccccc3c2C=O)cc1. Product: CC(C)C(=O)Nc1cccc(C2CCN(Cc3c(OCc4ccc(C#N)cc4)ccc4ccccc34)CC2)c1. Reaction SMILES: [CH3:23][CH:24]([C:25](=[O:26])[NH:27][c:28]1[cH:29][c:30]([CH:34]2[CH2:35][CH2:36][NH:37][CH2:38][CH2:39]2)[cH:31][cH:32][cH:33]1)[CH3:40].[CH:1](=[O:2])[c:3]1[c:4]([O:13][CH2:14][c:15]2[cH:16][cH:17][c:18]([C:19]#[N:20])[cH:21][cH:22]2)[cH:5][cH:6][c:7]2[cH:8][cH:9][cH:10][cH:11][c:12]12>>[CH2:1]([c:3]1[c:4]([O:13][CH2:14][c:15]2[cH:16][cH:17][c:18]([C:19]#[N:20])[cH:21][cH:22]2)[cH:5][cH:6][c:7]2[cH:8][cH:9][cH:10][cH:11][c:12]12)[N:37]1[CH2:36][CH2:35][CH:34]([c:30]2[cH:29][c:28]([NH:27][C:25]([CH:24]([CH3:23])[CH3:40])=[O:26])[cH:33][cH:32][cH:31]2)[CH2:39][CH2:38]1. Reactants: C(C)(=O)C=1C=C2C(N=C(NC2=CC1)CCCC)=O (6-acetyl-2-butyl-4(1H)-quinazolinone), BrCC1=CC=C(C=C1)C1=C(C=CC=C1)C1=NN=NN1C(C1=CC=CC=C1)(C1=CC=CC=C1)C1=CC=CC=C1 (5-[4'-(bromomethyl)-[1,1'-biphenyl]-2-yl]-1-(triphenylmethyl) -1H-tetrazole), C([O-])([O-])=O.[K+].[K+] (potassium carbonate). The solvent is CC(=O)C (acetone). Yields the product C(C)(=O)C=1C=C2C(N(C(=NC2=CC1)CCCC)CC1=CC=C(C=C1)C1=C(C=CC=C1)C1=NN=NN1C(C1=CC=CC=C1)(C1=CC=CC=C1)C1=CC=CC=C1)=O (6-Acetyl-2-butyl-3-[[2'-[1-(triphenylmethyl)-1H-tetrazol-5-yl][1,1'-biphenyl]-4-yl]methyl]-4(3H)-quinazolinone). The yield is 58.3%. Reaction SMILES: [C:1]([C:4]1[CH:5]=[C:6]2[C:11](=[CH:12][CH:13]=1)[NH:10][C:9]([CH2:14][CH2:15][CH2:16][CH3:17])=[N:8][C:7]2=[O:18])(=[O:3])[CH3:2].Br[CH2:20][C:21]1[CH:26]=[CH:25][C:24]([C:27]2[CH:32]=[CH:31][CH:30]=[CH:29][C:28]=2[C:33]2[N:37]([C:38]([C:51]3[CH:56]=[CH:55][CH:54]=[CH:53][CH:52]=3)([C:45]3[CH:50]=[CH:49][CH:48]=[CH:47][CH:46]=3)[C:39]3[CH:44]=[CH:43][CH:42]=[CH:41][CH:40]=3)[N:36]=[N:35][N:34]=2)=[CH:23][CH:22]=1.C(=O)([O-])[O-].[K+].[K+]>CC(C)=O>[C:1]([C:4]1[CH:5]=[C:6]2[C:11](=[CH:12][CH:13]=1)[N:10]=[C:9]([CH2:14][CH2:15][CH2:16][CH3:17])[N:8]([CH2:20][C:21]1[CH:22]=[CH:23][C:24]([C:27]3[CH:32]=[CH:31][CH:30]=[CH:29][C:28]=3[C:33]3[N:37]([C:38]([C:51]4[CH:56]=[CH:55][CH:54]=[CH:53][CH:52]=4)([C:45]4[CH:46]=[CH:47][CH:48]=[CH:49][CH:50]=4)[C:39]4[CH:44]=[CH:43][CH:42]=[CH:41][CH:40]=4)[N:36]=[N:35][N:34]=3)=[CH:25][CH:26]=1)[C:7]2=[O:18])(=[O:3])[CH3:2] |f:2.3.4|. Procedure details: A suspension of 0.250 g of 6-acetyl-2-butyl-4(1H)-quinazolinone, 0.685 g of 5-[4'-(bromomethyl)-[1,1'-biphenyl]-2-yl]-1-(triphenylmethyl) -1H-tetrazole and 0.424 g of anhydrous potassium carbonate in 25.0 ml of dry acetone is heated at reflux for 16 hours. The reaction mixture is alowed to cool to room temperature, filtered and the filtrate evaporated in vacuo to a residue. The residue is purified by column chromatography on silica gel using 1:3 ethyl acetate-hexanes to give 0.43 g of the desire... Starting materials: Nc1ncc(Cc2ccccc2)cc1Br, CC(C)(C)ON=O, CN(C)C=O, O. Yields the product O=c1[nH]cc(Cc2ccccc2)cc1Br. Reaction SMILES: [CH2:1]([c:2]1[cH:3][cH:4][cH:5][cH:6][cH:7]1)[c:8]1[cH:9][c:10]([Br:15])[c:11]([NH2:14])[n:12][cH:13]1.[N:17](=[O:18])[O:19][C:20]([CH3:21])([CH3:22])[CH3:23].[O:24]=[CH:25][N:26]([CH3:27])[CH3:28].[OH2:16]>>[CH2:1]([c:2]1[cH:3][cH:4][cH:5][cH:6][cH:7]1)[c:8]1[cH:9][c:10]([Br:15])[c:11](=[O:18])[nH:12][cH:13]1.